From a dataset of the Open Reaction Database (ORD), a public repository of structured organic reaction records. describe an organic reaction: reactants, conditions, products, and yield Starting materials: [H][H] (Hydrogen), C(C1=CC=CC=C1)N1OCCN(C1=O)C1=CC(=C(C=C1)Cl)Cl (2-benzyl-4-(3',4'-dichlorophenyl)-3-oxo-5,6-dihydro-1,2,4-oxadiazine), C (charcoal). Reagents/catalysts: [Pd](Cl)Cl (palladium chloride). Run in C(C)(=O)O (acetic acid). The product is ClC=1C=C(C=CC1Cl)N1C(NOCC1)=O (4-(3',4'-dichlorophenyl)-3-oxo-5,6-dihydro-1,2,4-oxadiazine). Isolated yield 96.0%. As a reaction SMILES: [H][H].C([N:10]1[C:15](=[O:16])[N:14]([C:17]2[CH:22]=[CH:21][C:20]([Cl:23])=[C:19]([Cl:24])[CH:18]=2)[CH2:13][CH2:12][O:11]1)C1C=CC=CC=1.C>[Pd](Cl)Cl.C(O)(=O)C>[Cl:24][C:19]1[CH:18]=[C:17]([N:14]2[CH2:13][CH2:12][O:11][NH:10][C:15]2=[O:16])[CH:22]=[CH:21][C:20]=1[Cl:23]. Reported procedure: Hydrogen was passed through a mixture of 3.37 g of 2-benzyl-4-(3',4'-dichlorophenyl)-3-oxo-5,6-dihydro-1,2,4-oxadiazine, 70 ml of acetic acid, 680 mg of animal charcoal and 0.6 ml of a 20% palladium chloride solution until absorption ceased and the mixture was filtered. The filter was washed with acetic acid and the filtrate was poured into ice water. The mixture was extracted with methylene chloride and the organic extracts were dried and evaporated to dryness. The crystalline product was taken... The reactants are C12CCCC(CCC1)C2C2=CC=C(OC[C@@H]1CN=C(O1)N)C=C2 ((S)-5-(4-bicyclo[3.3.1]non-9-yl-phenoxymethyl)-4,5-dihydro-oxazol-2-ylamine), C(C)OC(C#CC)=O (but-2-ynoic acid ethyl ester). Solvent: C(Cl)(Cl)Cl (CHCl3). Yields the product C12CCCC(CCC1)C2C2=CC=C(OC[C@@H]1CN3C(=NC(C=C3C)=O)O1)C=C2 ((S)-2-(4-Bicyclo[3.3.1]non-9-yl-phenoxymethyl)-5-methyl-2,3-dihydro-oxazolo[3,2-a]pyrimidin-7-one). Reaction SMILES: [CH:1]12[CH:9]([C:10]3[CH:23]=[CH:22][C:13]([O:14][CH2:15][C@H:16]4[O:20][C:19]([NH2:21])=[N:18][CH2:17]4)=[CH:12][CH:11]=3)[CH:5]([CH2:6][CH2:7][CH2:8]1)[CH2:4][CH2:3][CH2:2]2.C([O:26][C:27](=O)[C:28]#[C:29][CH3:30])C>C(Cl)(Cl)Cl>[CH:1]12[CH:9]([C:10]3[CH:23]=[CH:22][C:13]([O:14][CH2:15][C@H:16]4[O:20][C:19]5=[N:21][C:27](=[O:26])[CH:28]=[C:29]([CH3:30])[N:18]5[CH2:17]4)=[CH:12][CH:11]=3)[CH:5]([CH2:4][CH2:3][CH2:2]1)[CH2:6][CH2:7][CH2:8]2. Procedure: The title compound was prepared from (S)-5-(4-bicyclo[3.3.1]non-9-yl-phenoxymethyl)-4,5-dihydro-oxazol-2-ylamine (see Example 20) and but-2-ynoic acid ethyl ester employing the procedure described in Example 95. [α]D25 −33.80 (c 0.5, CHCl3). Reactants: C(CCC)C=1NC=C(C1)C=CC(=O)OC (Methyl 3-[2-(n-butyl)pyrrol-4-yl]acrylate), [H-].[Na+] (sodium hydride), O (Water), C(#N)C1=C(C=CC=C1)C1=CC=C(C=C1)CBr (2'-(Cyano)biphenyl-4-ylmethyl bromide). Conditions: temperature 0 celsius, time 30 minute. Procedure details: Methyl 3-[2-(n-butyl)pyrrol-4-yl]acrylate (AE) (6.2 g) (prepared, e.g., as described in Preparation 21), in DMF (200 ml) was treated with sodium hydride (1.8 g of 60% mineral oil dispersion) at 0° C., and the resulting mixture was stirred for 30 minutes at 0° C. 2'-(Cyano)biphenyl-4-ylmethyl bromide (9.8 g) was added, and the mixture allowed to come to room temperature. Water was added, and the mixture was extracted with ethyl acetate. The ethyl acetate extract was washed with water, brine, drie... Product: C(CCC)C=1N(C=C(C1)C=CC(=O)OC)CC1=CC=C(C=C1)C1=C(C=CC=C1)C#N (methyl 3-[2-(n-butyl)-1-(2"-cyanobiphenyl-4'-ylmethyl)pyrrol-4-yl]acrylate). Solvent: CN(C)C=O (DMF). RXN SMILES: [CH2:1]([C:5]1[NH:6][CH:7]=[C:8]([CH:10]=[CH:11][C:12]([O:14][CH3:15])=[O:13])[CH:9]=1)[CH2:2][CH2:3][CH3:4].[H-].[Na+].[C:18]([C:20]1[CH:25]=[CH:24][CH:23]=[CH:22][C:21]=1[C:26]1[CH:31]=[CH:30][C:29]([CH2:32]Br)=[CH:28][CH:27]=1)#[N:19].O>CN(C=O)C>[CH2:1]([C:5]1[N:6]([CH2:32][C:29]2[CH:28]=[CH:27][C:26]([C:21]3[CH:22]=[CH:23][CH:24]=[CH:25][C:20]=3[C:18]#[N:19])=[CH:31][CH:30]=2)[CH:7]=[C:8]([CH:10]=[CH:11][C:12]([O:14][CH3:15])=[O:13])[CH:9]=1)[CH2:2][CH2:3][CH3:4] |f:1.2|. The yield is 76.9%. The reactants are CCOC(=O)C1CC(OS(C)(=O)=O)CC1C(=O)N1CCOCC1, C1CCOC1, [H-], [Na+], Sc1ccccc1. Product: CCOC(=O)C1CC(Sc2ccccc2)CC1C(=O)N1CCOCC1. RXN SMILES: [CH2:10]([CH3:11])[O:12][C:13](=[O:14])[CH:15]1[CH:16]([C:25](=[O:26])[N:27]2[CH2:28][CH2:29][O:30][CH2:31][CH2:32]2)[CH2:17][CH:18]([O:20][S:21]([CH3:22])(=[O:23])=[O:24])[CH2:19]1.[CH2:33]1[O:34][CH2:35][CH2:36][CH2:37]1.[H-:9].[Na+:8].[SH:1][c:2]1[cH:3][cH:4][cH:5][cH:6][cH:7]1>>[S:1]([c:2]1[cH:3][cH:4][cH:5][cH:6][cH:7]1)[CH:18]1[CH2:17][CH:16]([C:25](=[O:26])[N:27]2[CH2:28][CH2:29][O:30][CH2:31][CH2:32]2)[CH:15]([C:13]([O:12][CH2:10][CH3:11])=[O:14])[CH2:19]1. Reported procedure: The title compound was prepared by a procedure analogous to Reference Example 30 by substituting 4-(2-pyrimidinyloxy)benzaldehyde (prepared as described in Reference Example 9) for the 4-(1H-pyrazol-1-yl)-benzaldehyde of Reference Example 30. MS 227 (M+H)+. As a reaction SMILES: [N:1]1[CH:6]=[CH:5][CH:4]=[N:3][C:2]=1[O:7][C:8]1[CH:15]=[CH:14][C:11]([CH:12]=O)=[CH:10][CH:9]=1.N1(C2C=C[C:24]([CH:25]=[O:26])=CC=2)C=CC=N1>>[N:1]1[CH:6]=[CH:5][CH:4]=[N:3][C:2]=1[O:7][C:8]1[CH:15]=[CH:14][C:11]([CH:12]=[CH:24][CH:25]=[O:26])=[CH:10][CH:9]=1. The product is N1=C(N=CC=C1)OC1=CC=C(C=C1)C=CC=O (3-[4-(2-Pyrimidinyloxy)phenyl]-2-propenal). Reactants: N1=C(N=CC=C1)OC1=CC=C(C=O)C=C1 (4-(2-Pyrimidinyloxy)benzaldehyde), N1(N=CC=C1)C1=CC=C(C=O)C=C1 (4-(1H-pyrazol-1-yl)-benzaldehyde). The reactants are Cl.NCC=1SC(=C(N1)C1=CC=C(C=C1)OC)C1=CC=C(C=C1)OC (2-Aminomethyl-4,5-bis(4-methoxyphenyl)thiazole hydrochloride), C(O)([O-])=O.[Na+] (sodium hydrogencarbonate), Cl.CN(CCCN=C=NCC)C (1-(3-dimethylaminopropyl)-3-ethylcarbodiimide hydrochloride), C(C)(C)(C)OC(=O)N1CSCC1C(=O)O (3-(tert-butyloxycarbonyl)-4-thiazolidinylcarboxylic acid). The solvent is ClCCl (dichloromethane), CN(C=O)C (dimethylformamide), O (water). Conditions: time 2 hour. Yields the product Cl.COC1=CC=C(C=C1)C=1N=C(SC1C1=CC=C(C=C1)OC)CNC(=O)C1NCSC1 (4,5-bis(4-methoxyphenyl)-2-(4-thiazolidinylcarbonylaminomethyl)thiazole hydrochloride). Isolated yield 28.5%. As a reaction SMILES: [ClH:1].[NH2:2][CH2:3][C:4]1[S:5][C:6]([C:17]2[CH:22]=[CH:21][C:20]([O:23][CH3:24])=[CH:19][CH:18]=2)=[C:7]([C:9]2[CH:14]=[CH:13][C:12]([O:15][CH3:16])=[CH:11][CH:10]=2)[N:8]=1.C(=O)([O-])O.[Na+].Cl.CN(C)CCCN=C=NCC.C(OC([N:49]1[CH:53]([C:54](O)=[O:55])[CH2:52][S:51][CH2:50]1)=O)(C)(C)C>CN(C)C=O.O.ClCCl>[ClH:1].[CH3:16][O:15][C:12]1[CH:11]=[CH:10][C:9]([C:7]2[N:8]=[C:4]([CH2:3][NH:2][C:54]([CH:53]3[CH2:52][S:51][CH2:50][NH:49]3)=[O:55])[S:5][C:6]=2[C:17]2[CH:18]=[CH:19][C:20]([O:23][CH3:24])=[CH:21][CH:22]=2)=[CH:14][CH:13]=1 |f:0.1,2.3,4.5,10.11|. Procedure details: 2-Aminomethyl-4,5-bis(4-methoxyphenyl)thiazole hydrochloride (1.20 g) was added to a mixture of dichloromethane and saturated aqueous sodium hydrogencarbonate, and was extracted with dichloromethane. The separated organic layer was washed with water, and brine, and dried over magnesium sulfate. After filtration, the filtrate was evaporated in vacuo, and resulting residue was dissolved in dimethylformamide (25 ml). To the reaction mixture was added 1-(3-dimethylaminopropyl)-3-ethylcarbodiimide hy... The reactants are ClC1=CC(=CC=C1)C(=O)OO (m-Chloroperbenzoic acid), oil, ClC=1C(=C(C(=O)C=2C=NOC2C2CC2)C=CC1SC)N(C(=O)OC)CC (4-[3-chloro-2-(N-ethyl-N-methoxycarbonylamino)-4-(methylthio)benzoyl]-5-cyclopropylisoxazole), ClC=1C(=C(C(=O)C=2C=NOC2C2CC2)C=CC1SC)N(C(=O)OC)CC (4-[3-chloro-2-(N-ethyl-N-methoxycarbonylamino)-4-(methylthio)benzoyl]-5-cyclopropylisoxazole), S(=O)(=O)([O-])S(=O)[O-].[Na+].[Na+] (sodium metabisulphite). Run in ClCCl (dichloromethane). Conditions: time 5 hour. The product is ClC=1C(=C(C(=O)C=2C=NOC2C2CC2)C=CC1S(=O)(=O)C)N(C(=O)OC)CC (4-[3-chloro-2-(N-ethyl-N-methoxycarbonylamino)-4-methylsulphonylbenzoyl]-5-cyclopropylisoxazole). Reaction SMILES: Cl[C:2]1C=CC=C(C(OO)=O)C=1.[Cl:12][C:13]1[C:14]([N:31]([CH2:36][CH3:37])[C:32]([O:34][CH3:35])=[O:33])=[C:15]([CH:26]=[CH:27][C:28]=1SC)[C:16]([C:18]1[CH:19]=[N:20][O:21][C:22]=1[CH:23]1[CH2:25][CH2:24]1)=[O:17].[S:38](S([O-])=O)([O-:41])(=O)=[O:39].[Na+].[Na+]>ClCCl>[Cl:12][C:13]1[C:14]([N:31]([CH2:36][CH3:37])[C:32]([O:34][CH3:35])=[O:33])=[C:15]([CH:26]=[CH:27][C:28]=1[S:38]([CH3:2])(=[O:41])=[O:39])[C:16]([C:18]1[CH:19]=[N:20][O:21][C:22]=1[CH:23]1[CH2:24][CH2:25]1)=[O:17] |f:2.3.4|. Procedure: m-Chloroperbenzoic acid (1.81 g of a 50% oil dispersion) was added to a stirred solution of 4-[3-chloro-2-(N-ethyl-N-methoxycarbonylamino)-4-(methylthio)benzoyl]-5-cyclopropylisoxazole (compound 35, 0.92 g) in dichloromethane. After 5 hours, a solution of sodium metabisulphite was added and the mixture stirred for 5 minutes. The organic phase was washed with sodium bicarbonate solution and water, dried (anhydrous magnesium sulphate) and evaporated. The residue was triturated (with a hexane/ether...